Dataset: the Open Reaction Database (ORD), a public repository of structured organic reaction records. Task: describe an organic reaction: reactants, conditions, products, and yield The reactants are CCO, Cl, NO, O=C(CCc1ccccc1)c1ccc(C(F)(F)F)cc1. The product is NC(CCc1ccccc1)c1ccc(C(F)(F)F)cc1. Reaction SMILES: [CH3:24][CH2:25][OH:26].[ClH:1].[NH2:2][OH:3].[c:4]1([CH2:10][CH2:11][C:12](=[O:13])[c:14]2[cH:15][cH:16][c:17]([C:20]([F:21])([F:22])[F:23])[cH:18][cH:19]2)[cH:5][cH:6][cH:7][cH:8][cH:9]1>>[NH2:2][CH:12]([CH2:11][CH2:10][c:4]1[cH:5][cH:6][cH:7][cH:8][cH:9]1)[c:14]1[cH:15][cH:16][c:17]([C:20]([F:21])([F:22])[F:23])[cH:18][cH:19]1. Reactants: BrC1=CN=C(C=2N1N=CN2)Br (5,8-dibromo-[1,2,4]triazolo[1,5-a]pyrazine), C1COCCN1C2=CC=C(C=C2)N (4-(4-morpholino)aniline), C(C)N(C(C)C)C(C)C (N-ethyldiisopropylamine). Solvent: CC(C)O (2-propanol). Yields the product BrC1=CN=C(C=2N1N=CN2)NC2=CC=C(C=C2)N2CCOCC2 ((5-Bromo-[1,2,4]triazolo[1,5-a]pyrazin-8-yl)-(4-morpholin-4-ylphenyl)amine). The yield is 93.8%. RXN SMILES: [Br:1][C:2]1[N:7]2[N:8]=[CH:9][N:10]=[C:6]2[C:5](Br)=[N:4][CH:3]=1.[CH2:12]1[N:17]([C:18]2[CH:23]=[CH:22][C:21]([NH2:24])=[CH:20][CH:19]=2)[CH2:16][CH2:15][O:14][CH2:13]1.C(N(C(C)C)C(C)C)C>CC(O)C>[Br:1][C:2]1[N:7]2[N:8]=[CH:9][N:10]=[C:6]2[C:5]([NH:24][C:21]2[CH:20]=[CH:19][C:18]([N:17]3[CH2:12][CH2:13][O:14][CH2:15][CH2:16]3)=[CH:23][CH:22]=2)=[N:4][CH:3]=1. Reported procedure: A mixture of 5,8-dibromo-[1,2,4]triazolo[1,5-a]pyrazine (123 mg, 443 μmol), 4-(4-morpholino)aniline (118 mg. 0.664 mmol) and N-ethyldiisopropylamine (116 mL, 0.664 mmol) is heated at reflux in 2-propanol (3 mL) for 4.5 hours. The reaction mixture is evaporated to dryness and the residue partitioned between dichloromethane and citric acid (10%). The organic phase is washed once with water and brine, dried over MgSO4, filtered and evaporated to furnish the title compound (156 mg, 94%) as a yellow ... Starting materials: COC(=O)c1ccc(S(C)(=O)=O)c(F)c1CSC, CO, [Na+], [OH-]. Yields the product CSCc1c(C(=O)O)ccc(S(C)(=O)=O)c1F. Reaction SMILES: [CH3:1][S:2](=[O:3])(=[O:4])[c:5]1[c:6]([F:18])[c:7]([CH2:15][S:16][CH3:17])[c:8]([C:9](=[O:10])[O:11][CH3:12])[cH:13][cH:14]1.[CH3:21][OH:22].[Na+:20].[OH-:19]>>[CH3:1][S:2](=[O:3])(=[O:4])[c:5]1[c:6]([F:18])[c:7]([CH2:15][S:16][CH3:17])[c:8]([C:9](=[O:10])[OH:11])[cH:13][cH:14]1. The reactants are C(C)(C)(C)OC(=O)NCCOCCN(CC(=O)OCC1=CC=CC=C1)CCOCCNC(=O)OC(C)(C)C (Benzyl 2-[bis[2-[2-(tert-butoxycarbonylamino)ethoxy]ethyl]amino]acetate). Run in CO (methanol). Reaction conditions: temperature 15 celsius, time 15 hour. Yields the product C(C)(C)(C)OC(=O)NCCOCCN(CC(=O)O)CCOCCNC(=O)OC(C)(C)C (2-[Bis[2-[2-(tert-butoxycarbonylamino)ethoxy]ethyl]amino]acetic acid). Reaction SMILES: [C:1]([O:5][C:6]([NH:8][CH2:9][CH2:10][O:11][CH2:12][CH2:13][N:14]([CH2:26][CH2:27][O:28][CH2:29][CH2:30][NH:31][C:32]([O:34][C:35]([CH3:38])([CH3:37])[CH3:36])=[O:33])[CH2:15][C:16]([O:18]CC1C=CC=CC=1)=[O:17])=[O:7])([CH3:4])([CH3:3])[CH3:2]>CO>[C:35]([O:34][C:32]([NH:31][CH2:30][CH2:29][O:28][CH2:27][CH2:26][N:14]([CH2:13][CH2:12][O:11][CH2:10][CH2:9][NH:8][C:6]([O:5][C:1]([CH3:4])([CH3:3])[CH3:2])=[O:7])[CH2:15][C:16]([OH:18])=[O:17])=[O:33])([CH3:38])([CH3:37])[CH3:36]. Reported procedure: A solution of benzyl 2-[bis[2-[2-(tert-butoxycarbonylamino)ethoxy]ethyl]amino]acetate (2) (2.2 g, 4.1 mmol) in methanol (70 mL) was degassed by bubbling argon through solution for five minutes. Palladium (10%) on activated carbon (220 mg) was added to the solution and the reaction mixture was placed under an atmosphere of hydrogen. The reaction was allowed to stir at 15° C. for 15 h before being filtered through a pad of Celite. The Celite was washed with methanol (2×20 mL) and the combined filt... Starting materials: ClC1=NC2=CC=CC=C2C(=C1)C(=O)NCCN1CCCC1 (2-chloro-N-(2-pyrrolidin-1-ylethyl)quinoline-4-carboxamide), CC1(OB(OC1(C)C)C1=CC=C(C=C1)CN1CCOCC1)C (4-[[4-(4,4,5,5-tetramethyl-1,3,2-dioxaborolan-2-yl)phenyl]methyl]morpholine), P(=O)([O-])([O-])[O-].[K+].[K+].[K+] (potassium phosphate). Reagents/catalysts: C=1C=CC(=CC1)[P](C=2C=CC=CC2)(C=3C=CC=CC3)[Pd]([P](C=4C=CC=CC4)(C=5C=CC=CC5)C=6C=CC=CC6)([P](C=7C=CC=CC7)(C=8C=CC=CC8)C=9C=CC=CC9)[P](C=1C=CC=CC1)(C=1C=CC=CC1)C=1C=CC=CC1 (tetrakis(triphenylphosphine)palladium). Solvent: CN(C)C=O.O (DMF Water). Reaction conditions: temperature 130 celsius. Yields the product O1CCN(CC1)CC1=CC=C(C=C1)C1=NC2=CC=CC=C2C(=C1)C(=O)NCCN1CCCC1 (2-[4-(morpholinomethyl)phenyl]-N-(2-pyrrolidin-1-ylethyl)quinoline-4-carboxamide). Yield: 74.2%. RXN SMILES: Cl[C:2]1[CH:11]=[C:10]([C:12]([NH:14][CH2:15][CH2:16][N:17]2[CH2:21][CH2:20][CH2:19][CH2:18]2)=[O:13])[C:9]2[C:4](=[CH:5][CH:6]=[CH:7][CH:8]=2)[N:3]=1.CC1(C)C(C)(C)OB([C:30]2[CH:35]=[CH:34][C:33]([CH2:36][N:37]3[CH2:42][CH2:41][O:40][CH2:39][CH2:38]3)=[CH:32][CH:31]=2)O1.P([O-])([O-])([O-])=O.[K+].[K+].[K+]>CN(C=O)C.O.C1C=CC([P]([Pd]([P](C2C=CC=CC=2)(C2C=CC=CC=2)C2C=CC=CC=2)([P](C2C=CC=CC=2)(C2C=CC=CC=2)C2C=CC=CC=2)[P](C2C=CC=CC=2)(C2C=CC=CC=2)C2C=CC=CC=2)(C2C=CC=CC=2)C2C=CC=CC=2)=CC=1>[O:40]1[CH2:41][CH2:42][N:37]([CH2:36][C:33]2[CH:32]=[CH:31][C:30]([C:2]3[CH:11]=[C:10]([C:12]([NH:14][CH2:15][CH2:16][N:17]4[CH2:21][CH2:20][CH2:19][CH2:18]4)=[O:13])[C:9]4[C:4](=[CH:5][CH:6]=[CH:7][CH:8]=4)[N:3]=3)=[CH:35][CH:34]=2)[CH2:38][CH2:39]1 |f:2.3.4.5,6.7,^1:61,63,82,101|. Procedure details: In a sealed 5 ml microwave tubed, a suspension of 2-chloro-N-(2-pyrrolidin-1-ylethyl)quinoline-4-carboxamide (preparation 11) (200 mg, 0.66 mmol), 4-[[4-(4,4,5,5-tetramethyl-1,3,2-dioxaborolan-2-yl)phenyl]methyl]morpholine (preparation 2) (399 mg, 1.31 mmol), potassium phosphate (419 mg, 1.97 mmol) and tetrakis(triphenylphosphine)palladium (0) (22 mg, 0.02 mmol) in DMF/Water 3/1 (4 ml) was heated at 130° C. under microwave irradiation for 30 minutes. The reaction was filtered through Celite™ and... The reactants are CCN(CC)CCOc1ccc(C=O)cc1, CCO, N. Product: CCN(CC)CCOc1ccc(CN)cc1. RXN SMILES: [CH2:1]([CH3:2])[N:3]([CH2:4][CH3:5])[CH2:6][CH2:7][O:8][c:9]1[cH:10][cH:11][c:12]([CH:13]=[O:14])[cH:15][cH:16]1.[CH3:18][CH2:19][OH:20].[NH3:17]>>[CH2:1]([CH3:2])[N:3]([CH2:4][CH3:5])[CH2:6][CH2:7][O:8][c:9]1[cH:10][cH:11][c:12]([CH2:13][NH2:17])[cH:15][cH:16]1.